Dataset: the Open Reaction Database (ORD), a public repository of structured organic reaction records. Task: describe an organic reaction: reactants, conditions, products, and yield The reactants are COCCOCCOCCN (2-[2-(2-methoxyethoxy)ethoxy]ethanamine), C[C@H]1[C@@H](C1)C(=O)O (trans-2-methylcyclopropanecarboxylic acid), Intermediate 3.6.1. The product is COCCNCC1C(C1)C ((2-methoxyethyl)[(2-methylcyclopropyl)methyl]amine). Reaction SMILES: COCCOC[CH2:7][O:8][CH2:9][CH2:10][NH2:11].[CH3:12][C@@H:13]1[CH2:15][C@H:14]1[C:16](O)=O>>[CH3:7][O:8][CH2:9][CH2:10][NH:11][CH2:12][CH:13]1[CH2:15][CH:14]1[CH3:16]. Procedure details: Prepared from 2-[2-(2-methoxyethoxy)ethoxy]ethanamine and trans-2-methylcyclopropanecarboxylic acid using steps A and B in the procedure described for the synthesis of Intermediate 3.6.1. MS (ES, M+H) 232.